This data is from the Open Reaction Database (ORD), a public repository of structured organic reaction records. The task is: describe an organic reaction: reactants, conditions, products, and yield Starting materials: C1(=CC=CC=C1)O (phenol), [H-].[Na+] (NaH), FC(C(=O)OCCCl)(F)F (2-chloroethyl trifluoroacetate), FC(=C(F)F)F (tetrafluoroethylene). The solvent is COCCOCCOC (diglyme), O (water), COCCOCCOC (diglyme). The product is FC(C1(OCCO1)C(C(OC1=CC=CC=C1)(F)F)(F)F)(F)F (2-trifluoromethyl-2(2-phenoxytetrafluoroethyl)-1,3-dioxolane). Isolated yield 73.3%. RXN SMILES: [H-].[Na+].[C:3]1([OH:9])[CH:8]=[CH:7][CH:6]=[CH:5][CH:4]=1.[F:10][C:11]([F:19])([F:18])[C:12]([O:14][CH2:15][CH2:16]Cl)=[O:13].[F:20][C:21]([F:25])=[C:22]([F:24])[F:23]>COCCOCCOC.O>[F:10][C:11]([F:19])([F:18])[C:12]1([C:22]([F:24])([F:23])[C:21]([F:25])([F:20])[O:9][C:3]2[CH:8]=[CH:7][CH:6]=[CH:5][CH:4]=2)[O:14][CH2:15][CH2:16][O:13]1 |f:0.1|. Procedure details: A suspension of 12.0 g (0.25 mol) of 50 % NaH in mineral oil in 100 mL of dry diglyme (diethylene glycol dimethyl ether) was stirred at 25° under nitrogen while a solution of 23.5 g (0.25 mol) of phenol in 50 mL of diglyme was added. The resulting mixture was stirred until evolution of gas ceased, then charged into a 400 mL metal tube along with 44.3 g (0.25 mol) of 2-chloroethyl trifluoroacetate and 40 g (0.70 mol) of tetrafluoroethylene. The resulting mixture was agitated for 6 h while the tem... The reactants are C([O-])([O-])=O.[Li+].[Li+] (lithium carbonate), C[C@@H]1NCC[C@@]1(O)C ((2S,3S)-2,3-dimethylpyrrolidin-3-ol), FC1=C(C#N)C=CC(=C1C)F (2,4-difluoro-3-methylbenzonitrile). The product is FC1=C(C#N)C=CC(=C1C)N1[C@H]([C@@](CC1)(C)O)C (2-fluoro-4-[(2S,3S)-3-hydroxy-2,3-dimethylpyrrolidin-1-yl]-3-methylbenzonitrile), solid. Isolated yield 56.0%. RXN SMILES: [CH3:1][C@H:2]1[C@@:6]([CH3:8])([OH:7])[CH2:5][CH2:4][NH:3]1.[F:9][C:10]1[C:17]([CH3:18])=[C:16](F)[CH:15]=[CH:14][C:11]=1[C:12]#[N:13].C(=O)([O-])[O-].[Li+].[Li+]>>[F:9][C:10]1[C:17]([CH3:18])=[C:16]([N:3]2[CH2:4][CH2:5][C@@:6]([OH:7])([CH3:8])[C@@H:2]2[CH3:1])[CH:15]=[CH:14][C:11]=1[C:12]#[N:13] |f:2.3.4|. Procedure details: By an operation in the same manner as in Example 1 and using (2S,3S)-2,3-dimethylpyrrolidin-3-ol 0.5 oxalate (228 mg), 2,4-difluoro-3-methylbenzonitrile (321 mg) and lithium carbonate (206 mg), the title compound was obtained as a colorless solid (yield: 194 mg, yield: 56%). The reactants are Cl.Cl.Cl.C(C)N(CCOC=1C=CC2=CC3=CC=C(C=C3N=C2C1)OCCN(CC)CC)CC (3,6-bis(2-diethylaminoethoxy)acridine trihydrochloride), Cl[Pt-2](Cl)(Cl)(Cl)(Cl)Cl.[K+].[K+] (potassium hexachloroplatinate). The solvent is C(C)O (ethanol). Product: C(C)N(CCOC=1C=CC2=CC3=CC=C(C=C3N=C2C1)OCCN(CC)CC)CC.[Pt](Cl)Cl (3,6-bis(2-diethylaminoethoxy)acridine platinum chloride). As a reaction SMILES: Cl.Cl.Cl.[CH2:4]([N:6]([CH2:32][CH3:33])[CH2:7][CH2:8][O:9][C:10]1[CH:11]=[CH:12][C:13]2[C:22]([CH:23]=1)=[N:21][C:20]1[C:15](=[CH:16][CH:17]=[C:18]([O:24][CH2:25][CH2:26][N:27]([CH2:30][CH3:31])[CH2:28][CH3:29])[CH:19]=1)[CH:14]=2)[CH3:5].[Cl:34][Pt-2:35](Cl)(Cl)(Cl)(Cl)[Cl:36].[K+].[K+]>C(O)C>[CH2:30]([N:27]([CH2:28][CH3:29])[CH2:26][CH2:25][O:24][C:18]1[CH:17]=[CH:16][C:15]2[C:20]([CH:19]=1)=[N:21][C:22]1[C:13](=[CH:12][CH:11]=[C:10]([O:9][CH2:8][CH2:7][N:6]([CH2:32][CH3:33])[CH2:4][CH3:5])[CH:23]=1)[CH:14]=2)[CH3:31].[Pt:35]([Cl:36])[Cl:34] |f:0.1.2.3,4.5.6,8.9|. Reported procedure: A suspension of 3,6-bis(2-diethylaminoethoxy)acridine trihydrochloride and one equivalent of potassium hexachloroplatinate is refluxed in ethanol. The precipitate is collected giving the desired 1:1 complex. The reactants are ClC1=CC=2C=3N(C=NC2C=C1)C(=NN3)C (9-chloro-3-methyl-1,2,4-triazolo[4,3-c]quinazoline), Cl (HCl), [OH-].[K+] (KOH), 51. The product is NC1=C(C=C(C=C1)Cl)C1=NC(=NN1)C (5-(2-amino-5-chlorophenyl)-3-methyl-s-triazole). As a reaction SMILES: [Cl:1][C:2]1[CH:11]=[CH:10][C:9]2[N:8]=C[N:6]3[C:12]([CH3:15])=[N:13][N:14]=[C:5]3[C:4]=2[CH:3]=1.[OH-].[K+].Cl>>[NH2:8][C:9]1[CH:10]=[CH:11][C:2]([Cl:1])=[CH:3][C:4]=1[C:5]1[NH:14][N:13]=[C:12]([CH3:15])[N:6]=1 |f:1.2|. Procedure: To a flask containing 5 gms. of 9-chloro-3-methyl-1,2,4-triazolo[4,3-c]quinazoline is added 100 ml. of a 10% KOH solution and the resulting mixture heated to reflux. A gentle reflux is maintained for a period of 51/2 hours after which time the mixture is neutralized to pH 7.0 with cooling and stirring by adding dropwise a 1:1 HCl solution. The aqueous layer is washed 3 or 4 times with ethyl acetate, washed once with H2O, dried and evaporated in vacuo to dryness. The residue is recrystallized fro... The reactants are Cn1nc(-c2ccc(Cl)cc2F)c(Cl)c1OC(F)F, O=[N+]([O-])O, O=S(=O)(O)O, c1cn[nH]c1. Product: Cn1nc(-c2cc([N+](=O)[O-])c(Cl)cc2F)c(Cl)c1OC(F)F. RXN SMILES: [CH3:1][n:2]1[n:3][c:4](-[c:12]2[c:13]([F:19])[cH:14][c:15]([Cl:18])[cH:16][cH:17]2)[c:5]([Cl:11])[c:6]1[O:7][CH:8]([F:9])[F:10].[OH:25][N+:26]([O-:27])=[O:28].[S:29](=[O:30])(=[O:31])([OH:32])[OH:33].[nH:20]1[cH:21][cH:22][cH:23][n:24]1>>[CH3:1][n:2]1[n:3][c:4](-[c:12]2[c:13]([F:19])[cH:14][c:15]([Cl:18])[c:16]([N+:26](=[O:25])[O-:27])[cH:17]2)[c:5]([Cl:11])[c:6]1[O:7][CH:8]([F:9])[F:10]. Starting materials: CC(C)(C)OC(=O)N1CCCC1c1nc(-c2ccc(Br)cc2)c[nH]1, C#C[Sn](CCCC)(CCCC)CCCC, [Cl-], [Li+], C1COCCO1, c1ccc(P(c2ccccc2)(c2ccccc2)[Pd](P(c2ccccc2)(c2ccccc2)c2ccccc2)(P(c2ccccc2)(c2ccccc2)c2ccccc2)P(c2ccccc2)(c2ccccc2)c2ccccc2)cc1. Product: C#Cc1ccc(-c2cnc(C3CCCN3C(=O)OC(C)(C)C)[nH]2)cc1. Reaction SMILES: [Br:16][c:17]1[cH:18][cH:19][c:20](-[c:23]2[n:24][c:25]([CH:28]3[N:29]([C:33](=[O:34])[O:35][C:36]([CH3:37])([CH3:38])[CH3:39])[CH2:30][CH2:31][CH2:32]3)[nH:26][cH:27]2)[cH:21][cH:22]1.[CH2:1]([CH2:2][CH2:14][CH3:15])[Sn:3]([CH2:4][CH2:5][CH2:6][CH3:7])([CH2:8][CH2:9][CH2:10][CH3:11])[C:12]#[CH:13].[Cl-:40].[Li+:41].[O:42]1[CH2:43][CH2:44][O:45][CH2:46][CH2:47]1.[cH:48]1[cH:49][cH:50][c:51]([P:52]([Pd:53]([P:54]([c:55]2[cH:56][cH:57][cH:58][cH:59][cH:60]2)([c:61]2[cH:62][cH:63][cH:64][cH:65][cH:66]2)[c:67]2[cH:68][cH:69][cH:70][cH:71][cH:72]2)([P:73]([c:74]2[cH:75][cH:76][cH:77][cH:78][cH:79]2)([c:80]2[cH:81][cH:82][cH:83][cH:84][cH:85]2)[c:86]2[cH:87][cH:88][cH:89][cH:90][cH:91]2)[P:92]([c:93]2[cH:94][cH:95][cH:96][cH:97][cH:98]2)([c:99]2[cH:100][cH:101][cH:102][cH:103][cH:104]2)[c:105]2[cH:106][cH:107][cH:108][cH:109][cH:110]2)([c:111]2[cH:112][cH:113][cH:114][cH:115][cH:116]2)[c:117]2[cH:118][cH:119][cH:120][cH:121][cH:122]2)[cH:123][cH:124]1>>[C:1](#[CH:2])[c:17]1[cH:18][cH:19][c:20](-[c:23]2[nH:24][c:25]([CH:28]3[N:29]([C:33](=[O:34])[O:35][C:36]([CH3:37])([CH3:38])[CH3:39])[CH2:30][CH2:31][CH2:32]3)[n:26][cH:27]2)[cH:21][cH:22]1. Reactants: OC1=C(C=CC=C1)C(C)=O (2′-hydroxyacetophenone), C[Li] (methyllithium), Cl (hydrochloric acid). Solvent: O1CCCC1 (tetrahydrofuran), O1CCCC1 (tetrahydrofuran). Run at time 18 hour. Product: CC(C1=C(C=CC=C1)O)(O)C (2-(dimethylhydroxymethyl)phenol). The yield is 95.3%. Reaction SMILES: [OH:1][C:2]1[CH:7]=[CH:6][CH:5]=[CH:4][C:3]=1[C:8](=[O:10])[CH3:9].[CH3:11][Li].Cl>O1CCCC1>[CH3:9][C:8]([CH3:11])([OH:10])[C:3]1[CH:4]=[CH:5][CH:6]=[CH:7][C:2]=1[OH:1]. Reported procedure: A solution of 10.0 ml (11.31 g, 83.1 mmol) of 2′-hydroxyacetophenone and 50 ml of tetrahydrofuran was placed in an ice bath and treated with 120.0 ml (168.0 mmol) of 1.4M methyllithium in tetrahydrofuran, which was added dropwise over 30 minutes. The reaction mixture first became cloudy and then cleared up. After stirring for 18 hours, the solution was acidified with 4% aqueous hydrochloric acid. The layers were separated. The organic phase was washed with 30 ml of brine, dried over sodium sulfa...